This data is from the Open Reaction Database (ORD), a public repository of structured organic reaction records. The task is: describe an organic reaction: reactants, conditions, products, and yield Starting materials: ClC1=C(CC=2SC=3N=C(N=C(C3N2)OCC)SC)C(=CC=C1)Cl (2-(2,6-dichloro-benzyl)-7-ethoxy-5-methylsulfanyl-thiazolo[5,4-d]pyrimidine), O1CCOCC1 (1,4-dioxane), Cl (HCl), O1CCOCC1 (dioxane). Run in O (H2O). Reaction conditions: temperature 90 celsius, time 12 hour. Product: ClC1=C(CC=2SC=3N=C(N=C(C3N2)O)SC)C(=CC=C1)Cl (2-(2,6-Dichloro-benzyl)-5-methylsulfanyl-thiazolo[5,4-d]pyrimidin-7-ol). The yield is 62.2%. Reaction SMILES: [Cl:1][C:2]1[CH:22]=[CH:21][CH:20]=[C:19]([Cl:23])[C:3]=1[CH2:4][C:5]1[S:6][C:7]2[N:8]=[C:9]([S:17][CH3:18])[N:10]=[C:11]([O:14]CC)[C:12]=2[N:13]=1.O1CCOCC1.Cl>O>[Cl:1][C:2]1[CH:22]=[CH:21][CH:20]=[C:19]([Cl:23])[C:3]=1[CH2:4][C:5]1[S:6][C:7]2[N:8]=[C:9]([S:17][CH3:18])[N:10]=[C:11]([OH:14])[C:12]=2[N:13]=1. Procedure: To a mixture of 2-(2,6-dichloro-benzyl)-7-ethoxy-5-methylsulfanyl-thiazolo[5,4-d]pyrimidine (1.7 g, 4.4 mmol), 1,4-dioxane (20 mL), and H2O (4 mL) was added 4 N HCl in dioxane (13 mmol, 3.3 mL) and the resulting solution was heated to 90° C. After 12 h, the solution was cooled and concentrated. The resulting residue was purified by FCC to afford the title compound (980 mg, 62%). The reactants are CC12C=CC(=O)C=C1CCC1C2CCC2(C)C(=O)CCC12, C[Al](C)C, Cc1ccccc1, [Cu]Br, C1COCCO1, O. The product is CC1CC(=O)C=C2CCC3C4CCC(=O)C4(C)CCC3C21C. As a reaction SMILES: [CH3:1][C:2]12[C:3](=[O:21])[CH2:4][CH2:5][CH:6]1[CH:7]1[CH2:8][CH2:9][C:10]3=[CH:11][C:12](=[O:20])[CH:13]=[CH:14][C:15]3([CH3:16])[CH:17]1[CH2:18][CH2:19]2.[CH3:22][Al:23]([CH3:24])[CH3:25].[CH3:33][c:34]1[cH:35][cH:36][cH:37][cH:38][cH:39]1.[Cu:40][Br:41].[O:27]1[CH2:28][CH2:29][O:30][CH2:31][CH2:32]1.[OH2:26]>>[CH3:1][C:2]12[C:3](=[O:21])[CH2:4][CH2:5][CH:6]1[CH:7]1[CH2:8][CH2:9][C:10]3=[CH:11][C:12](=[O:20])[CH2:13][CH:14]([CH3:22])[C:15]3([CH3:16])[CH:17]1[CH2:18][CH2:19]2. Starting materials: C1(C=2C(C(N1)=O)=CC=CC2)=O (phthalimide), C1(=CC=CC=C1)P(C1=CC=CC=C1)C1=CC=CC=C1 (triphenylphosphine), N(=NC(=O)OCC)C(=O)OCC (diethyl azodicarboxylate), C1(C=2C(C(N1)=O)=CC=CC2)=O (phthalimide), N(=NC(=O)OCC)C(=O)OCC (DEAD). Solvent: O1CCCC1 (tetrahydrofuran). Reaction conditions: time 12 hour. Yields the product NC1=C2C(C(=O)NC2=O)=CC=C1 (amino-phthalimide). The yield is 257.9%. Reaction SMILES: [C:1]1(=[O:11])[NH:5][C:4](=[O:6])[C:3]2=[CH:7][CH:8]=[CH:9][CH:10]=[C:2]12.C1(P(C2C=CC=CC=2)C2C=CC=CC=2)C=CC=CC=1.[N:31](C(OCC)=O)=NC(OCC)=O>O1CCCC1>[NH2:31][C:10]1[CH:9]=[CH:8][CH:7]=[C:3]2[C:4]([NH:5][C:1](=[O:11])[C:2]=12)=[O:6]. Procedure details: A mixture of 4 g (21 mmol) of the preceeding diamine, 4.6 g (21 mmol) of di-tert-butyl dicarbonate, and 100 mL of dry CH2Cl2 was stirred for 12 hours at room temperature. Solvent and volatile by-products were removed by evaporation under reduced pressure, leaving 6 g (100% yield) of 6-(tert-butyloxycarbonylamino)-1-diethylamino-2-hydroxyhexane as an oil which was not further purified. It was dissolved in 100 mL of dry tetrahydrofuran (THF) along with 3.27 g (22 mmol) of phthalimide, 5.77 g (22 m... Conditions: temperature 22 celsius, time 20 hour. Solvent: CC(C)O (isopropyl alcohol), CC(C)O (isopropylalcohol). Isolated yield 94.0%. Product: Cc1ccc2nc(c3ccccc3C3CCCCC3)c(NC3CCCCC3)n2c1. Starting materials: C1CCC(CC1)c1ccccc1C=O, CC1=CN=C(C=C1)N, [C-]#[N+]C1CCCCC1. The reagents and catalysts are O=C(O)C(F)(F)F (trifluoroacetic acid). RXN SMILES: CC1=CC=C(N)N=C1.[C-]#[N+]C1CCCCC1.O=CC1=C(C=CC=C1)C1CCCCC1>>CC1=CN2C(C=C1)=NC(=C2NC1CCCCC1)C1=CC=CC=C1C1CCCCC1. Starting materials: B, C1CCOC1, C1CCOC1, COc1ccc(CCC(=O)O)cc1OC, CCOCC, [Cl-], [NH4+]. Yields the product COc1ccc(CCCO)cc1OC. Reaction SMILES: [BH3:16].[CH2:17]1[O:18][CH2:19][CH2:20][CH2:21]1.[CH2:29]1[O:30][CH2:31][CH2:32][CH2:33]1.[CH3:1][O:2][c:3]1[cH:4][c:5]([CH2:11][CH2:12][C:13](=[O:14])[OH:15])[cH:6][cH:7][c:8]1[O:9][CH3:10].[CH3:24][CH2:25][O:26][CH2:27][CH3:28].[Cl-:22].[NH4+:23]>>[CH3:1][O:2][c:3]1[cH:4][c:5]([CH2:11][CH2:12][CH2:13][OH:14])[cH:6][cH:7][c:8]1[O:9][CH3:10]. Reactants: COC(C(C1=CC=C(C=C1)OCC1=CC=CC=C1)=O)=O (4-[(phenylmethyl)oxy]-alpha-oxobenzeneacetic acid methyl ester), [OH-].[Na+] (sodium hydroxide). Solvent: CO (methanol), CO (methanol). Yields the product C1(=CC=CC=C1)COC1=CC=C(C=C1)C(C(=O)O)=O (4-[(phenylmethyl)oxy]-alpha-oxobenzeneacetic acid). Isolated yield 89.6%. As a reaction SMILES: C[O:2][C:3](=[O:20])[C:4](=[O:19])[C:5]1[CH:10]=[CH:9][C:8]([O:11][CH2:12][C:13]2[CH:18]=[CH:17][CH:16]=[CH:15][CH:14]=2)=[CH:7][CH:6]=1.[OH-].[Na+]>CO>[C:13]1([CH2:12][O:11][C:8]2[CH:9]=[CH:10][C:5]([C:4](=[O:19])[C:3]([OH:20])=[O:2])=[CH:6][CH:7]=2)[CH:14]=[CH:15][CH:16]=[CH:17][CH:18]=1 |f:1.2|. Procedure details: A mixture of 4-[(phenylmethyl)oxy]-alpha-oxobenzeneacetic acid methyl ester (0.53 g) in methanol (5 mL) and 0. SN sodium hydroxide (8 mL) were heated on the steam bath for 0.5 hours while methanol was distilled out. The resulting mixture containing solid sodium salt was cooled, concentrated to remove the organic solvents, acidified with 1N hydrochloric acid (4 mL), and extracted with diethyl ether (3×25 mL). The organic layers were washed in turn with water (2×10 mL) and the combined organic lay... Reactants: CNC(=O)NC1C(CCC=2SC=CC21)CC (1-methyl-3-(5-ethyl-4,5,6,7-tetrahydrobenzo[b]thien-4-yl)urea), CNC(=O)NC1C(CCC=2SC=CC21)CCC (1-methyl-3-(5-propyl-4,5,6,7-tetrahydrobenzo[b]thien-4-yl)urea). The product is CNC(=O)NC1C(CCC=2SC=CC21)C (1-methyl-3-(5-methyl-4,5,6,7-tetrahydrobenzo[b]thien-4-yl)urea). RXN SMILES: [CH3:1][NH:2][C:3]([NH:5][CH:6]1[C:14]2[CH:13]=[CH:12][S:11][C:10]=2[CH2:9][CH2:8][CH:7]1[CH2:15]C)=[O:4].CNC(NC1C2C=CSC=2CCC1CCC)=O>>[CH3:1][NH:2][C:3]([NH:5][CH:6]1[C:14]2[CH:13]=[CH:12][S:11][C:10]=2[CH2:9][CH2:8][CH:7]1[CH3:15])=[O:4]. Reported procedure: Similarly, alkylation of 4,5,6,7-tetrahydrobenzo[b]thiophen-4-one with ethyl iodide, propyl iodide, and butyl iodide affords the corresponding 5-alkyl ketones, which are converted in the above manner to 1-methyl-3-(5-ethyl-4,5,6,7-tetrahydrobenzo[b]thien-4-yl)urea, 1-methyl-3-(5-propyl-4,5,6,7-tetrahydrobenzo[b]thien-4-yl)urea, and 1-methyl-3-(5-butyl-4,5,6,7-tetrahydrobenzo[b]thien-4-yl)yrea, respectively. The reactants are N1C(CC2=CC=CC=C12)=O (2-oxindole), formula VI, ClS(=O)(=O)N=C=O (chlorosulfonyl isocyanate), N1(C(CC2=CC=CC=C12)=O)C(=O)N (2-oxindole-1-carboxamide), formula II. The product is ClS(=O)(=O)NC(=O)N1C(CC2=CC=CC=C12)=O (N-chlorosulfonyl-2-oxindole-1-carboxamide), formula VII. Reaction SMILES: [N:1]1([C:11]([NH2:13])=[O:12])[C:9]2[C:4](=[CH:5][CH:6]=[CH:7][CH:8]=2)[CH2:3][C:2]1=[O:10].N1C2C(=CC=CC=2)CC1=O.[Cl:24][S:25](N=C=O)(=[O:27])=[O:26]>>[Cl:24][S:25]([NH:13][C:11]([N:1]1[C:9]2[C:4](=[CH:5][CH:6]=[CH:7][CH:8]=2)[CH2:3][C:2]1=[O:10])=[O:12])(=[O:27])=[O:26]. Reported procedure: In the second method for preparing the 2-oxindole-1-carboxamide compounds of the formula II, a 2-oxindole of the formula VI is reacted with chlorosulfonyl isocyanate to give the intermediate N-chlorosulfonyl-2-oxindole-1-carboxamide of formula VII, followed by removal of the chlorosulfonyl group by hydrolysis, viz., ##STR10##